From a dataset of the Open Reaction Database (ORD), a public repository of structured organic reaction records. describe an organic reaction: reactants, conditions, products, and yield Starting materials: P(Cl)(Cl)Cl (phosphorus trichloride), C1(=CC=CC=C1)P(C1=CC=CC=C1)C1=CC=CC=C1 (triphenylphosphane), P(Cl)(Cl)Cl (phosphorus trichloride), C1(=CC=CC=C1)P(C1=CC=CC=C1)C1=CC=CC=C1 (triphenylphosphane). Procedure details: A mixture of 60 g (=0.4364 mole) of freshly distilled phosphorus trichloride and 40 g (=0.1527 mole) of triphenylphosphane (→molar ratio of 2.86 to 1) is added dropwise in the course of 30 minutes to the apparatus which has been described in Example 6 and which is at 620° C. The subsequent distillation gives 38 g (=0.1212 mole) of dichlorophenylphosphane and 16.5 g (0.075 mole) of chlorodiphenylphosphane (→molar ratio of 2.83 to 1), unconverted phosphorus trichloride and unconverted triphenylpho... As a reaction SMILES: [P:1]([Cl:4])(Cl)[Cl:2].[C:5]1([P:11](C2C=CC=CC=2)[C:12]2[CH:17]=[CH:16][CH:15]=[CH:14][CH:13]=2)[CH:10]=[CH:9][CH:8]=[CH:7][CH:6]=1>>[Cl:2][P:1]([Cl:4])[C:5]1[CH:10]=[CH:9][CH:8]=[CH:7][CH:6]=1.[Cl:2][P:11]([C:12]1[CH:17]=[CH:16][CH:15]=[CH:14][CH:13]=1)[C:5]1[CH:10]=[CH:9][CH:8]=[CH:7][CH:6]=1. Yields the product ClP(C1=CC=CC=C1)Cl (dichlorophenylphosphane), ClP(C1=CC=CC=C1)C1=CC=CC=C1 (chlorodiphenylphosphane). Reactants: ClC1=CC=C(C=C1)O (4-chlorophenol), [Na] (sodium), COCC(C)(C)C1(OC1)CN1N=CN=C1 (2-(methoxy-tert.-butyl)-2-(1,2,4-triazol-1-yl-methyl)-oxirane). Run in C(C)O (ethanol), C(C)O (ethanol). The product is ClC1=CC=C(OCC(CN2N=CN=C2)(C(COC)(C)C)O)C=C1 (2-(4-chlorophenoxymethyl)-3,3-dimethyl-4-methoxy-1-(1,2,4-triazol-1-yl)-butan-2-ol). The yield is 64.5%. Reaction SMILES: [Cl:1][C:2]1[CH:7]=[CH:6][C:5]([OH:8])=[CH:4][CH:3]=1.[Na].[CH3:10][O:11][CH2:12][C:13]([C:16]1([CH2:19][N:20]2[CH:24]=[N:23][CH:22]=[N:21]2)[CH2:18][O:17]1)([CH3:15])[CH3:14]>C(O)C>[Cl:1][C:2]1[CH:7]=[CH:6][C:5]([O:8][CH2:18][C:16]([OH:17])([C:13]([CH3:15])([CH3:14])[CH2:12][O:11][CH3:10])[CH2:19][N:20]2[CH:24]=[N:23][CH:22]=[N:21]2)=[CH:4][CH:3]=1 |^1:8|. Reported procedure: 8.1 g (0.0633 mol) of 4-chlorophenol were added to a solution of 0.32 g (0.014 mol) of sodium in 100 ml of absolute ethanol. 10.3 g (0.0488 mol) of 2-(methoxy-tert.-butyl)-2-(1,2,4-triazol-1-yl-methyl)-oxirane, dissolved in 300 ml of absolute ethanol, were added, and the reaction mixture was heated under reflux for 48 hours. The reaction mixture was allowed to cool and was concentrated. The residue was taken up in ethyl acetate, and the solution was washed once with water, once with 1N sodium hy... The reactants are Cl, O=N[O-], COc1ccc(N)cn1, [Na+], O, O, O, Cl[Sn]Cl. The product is COc1ccc(NN)cn1. RXN SMILES: [ClH:19].[N:10]([O-:11])=[O:12].[NH2:1][c:2]1[cH:3][cH:4][c:5]([O:8][CH3:9])[n:6][cH:7]1.[Na+:13].[OH2:14].[OH2:15].[OH2:20].[Sn:16]([Cl:17])[Cl:18]>>[NH:1]([c:2]1[cH:3][cH:4][c:5]([O:8][CH3:9])[n:6][cH:7]1)[NH2:10]. Reactants: CO, [N-]=[N+]=NC1CCc2ccccc2NC1=O. Product: NC1CCc2ccccc2NC1=O. As a reaction SMILES: [CH3:16][OH:17].[N:1](=[N+:2]=[N-:3])[CH:4]1[C:5](=[O:15])[NH:6][c:7]2[c:8]([cH:11][cH:12][cH:13][cH:14]2)[CH2:9][CH2:10]1>>[NH2:1][CH:4]1[C:5](=[O:15])[NH:6][c:7]2[c:8]([cH:11][cH:12][cH:13][cH:14]2)[CH2:9][CH2:10]1. Starting materials: O1CCOCC(C1)C1=CC=C(C=2N=C(SC21)NC(C2=C(C=NC=C2)Br)=O)OC (N-(7-[1,4]Dioxepan-6-yl-4-methoxy-benzothiazol-2-yl)-bromo-isonicotinamide), COCCNC (N-(2-methoxyethyl)-methylamine), COCCNC=1C=C(C(=O)NC=2SC3=C(N2)C(=CC=C3N3CCOCC3)OC)C=CN1 (2-(2-methoxy-ethylamino)-N-(4-methoxy-7-morpholin-4-yl-benzothiazol-2-yl)-isonicotinamide). Yields the product O1CCOCC(C1)C1=CC=C(C=2N=C(SC21)NC(C2=CC(=NC=C2)N(C)CCOC)=O)OC (N-(7-[1,4]Dioxepan-6-yl-4-methoxy-benzothiazol-2-yl)-2-[(2-methoxy-ethyl)-methyl-amino]-isonicotinamide). RXN SMILES: [O:1]1[CH2:7][CH:6]([C:8]2[C:16]3[S:15][C:14]([NH:17][C:18](=[O:26])[C:19]4[CH:24]=[CH:23][N:22]=[CH:21][C:20]=4Br)=[N:13][C:12]=3[C:11]([O:27][CH3:28])=[CH:10][CH:9]=2)[CH2:5][O:4][CH2:3][CH2:2]1.[CH3:29][O:30][CH2:31][CH2:32][NH:33][CH3:34].COCCNC1C=C(C=CN=1)C(NC1SC2C(N3CCOCC3)=CC=C(OC)C=2N=1)=O>>[O:1]1[CH2:7][CH:6]([C:8]2[C:16]3[S:15][C:14]([NH:17][C:18](=[O:26])[C:19]4[CH:24]=[CH:23][N:22]=[C:21]([N:33]([CH2:32][CH2:31][O:30][CH3:29])[CH3:34])[CH:20]=4)=[N:13][C:12]=3[C:11]([O:27][CH3:28])=[CH:10][CH:9]=2)[CH2:5][O:4][CH2:3][CH2:2]1. Procedure details: N-(7-[1,4]Dioxepan-6-yl-4-methoxy-benzothiazol-2-yl)-bromo-isonicotinamide and N-(2-methoxyethyl)-methylamine were reacted as described for 2-(2-methoxy-ethylamino)-N-(4-methoxy-7-morpholin-4-yl-benzothiazol-2-yl)-isonicotinamide in WO03/043636. Usual workup, preparative reversed-phase HPLC and final dry-freezing afforded the title compound as light brown solid. MS: m/e=473(M+H+).